From a dataset of the Open Reaction Database (ORD), a public repository of structured organic reaction records. describe an organic reaction: reactants, conditions, products, and yield Reactants: S1C(=CC=C1)CC(=O)O (Thiolacetic acid), ClCOCC[N+](=O)[O-] (2-chloromethoxy-1-nitroethane), O1CCCC1 (tetrahydrofuran). Run in N1=CC=CC=C1 (pyridine). Product: C(C)(=O)SCOCC[N+](=O)[O-] (2-acetylthiomethoxy-1-nitroethane). Reaction SMILES: [S:1]1[CH:5]=[CH:4]C=[C:2]1CC(O)=O.ClC[O:12][CH2:13][CH2:14][N+:15]([O-:17])=[O:16].[O:18]1CCCC1>N1C=CC=CC=1>[C:5]([S:1][CH2:2][O:12][CH2:13][CH2:14][N+:15]([O-:17])=[O:16])(=[O:18])[CH3:4]. Procedure: Thiolacetic acid (22.8 grams) and 41.7 grams of 2-chloromethoxy-1-nitroethane were mixed into 100 cc of tetrahydrofuran at room temperature and the clear solution was heated at reflux for 2 hours. The solution was cooled and 25 grams of pyridine was added. After an additional period of two hours at reflux the mixture was filtered and the solvent was removed from the filtrate by flash evaporation. The residue was taken up in ether, washed with 5 percent aqueous hydrochloric acid and water, dried ... Reactants: [N+](=O)([O-])C1=CC(=CC=2C3=C(NC12)C=NC(=N3)C(=O)O)[N+](=O)[O-] (6,8-Dinitro-5H-pyrimido[5,4-b]indole-2-carboxylic Acid), S(O)(O)(=O)=O (sulfuric acid), C(C)O (ethanol). The product is C(C)OC(=O)C=1N=CC=2NC=3C(=CC(=CC3C2N1)[N+](=O)[O-])[N+](=O)[O-] (6,8-dinitro-5H-pyrimido[5,4-b]indole-2-carboxylic acid ethyl ester). RXN SMILES: [N+:1]([C:4]1[C:12]2[NH:11][C:10]3[CH:13]=[N:14][C:15]([C:17]([OH:19])=[O:18])=[N:16][C:9]=3[C:8]=2[CH:7]=[C:6]([N+:20]([O-:22])=[O:21])[CH:5]=1)([O-:3])=[O:2].S(=O)(=O)(O)O.[CH2:28](O)[CH3:29]>>[CH2:28]([O:18][C:17]([C:15]1[N:14]=[CH:13][C:10]2[NH:11][C:12]3[C:4]([N+:1]([O-:3])=[O:2])=[CH:5][C:6]([N+:20]([O-:22])=[O:21])=[CH:7][C:8]=3[C:9]=2[N:16]=1)=[O:19])[CH3:29]. Reported procedure: Under argon, 0.2 g of 6,8-dinitro-5H-pyrimido[5,4-b]indole-2-carboxylic acid (Example 8) is refluxed in 20 ml of ethanol with the addition of 1 ml of concentrated sulfuric acid for 8 hours. Subsequently the solution is concentrated to half the quantity and dissolved in methylene chloride. The solution is washed first with water, then with sodium bicarbonate solution, and finally again with water, dried, and concentrated, yielding 0.18 g of 6,8-dinitro-5H-pyrimido[5,4-b]indole-2-carboxylic acid e... Reactants: C(C)(C)(C)OC(=O)N1CCC(=CC1)C1=NC=CN=C1C1CN(C1)C(=O)C1=NC2=C(N1)C=CC=C2 (4-{3-[1-(1H-Benzoimidazole-2-carbonyl)-azetidin-3-yl]-pyrazin-2-yl}-3,6-dihydro-2H-pyridine-1-carboxylic acid tert-butyl ester), Cl (HCl). Run in CO (MeOH). Conditions: time 2 hour. Yields the product Cl.N1C(=NC2=C1C=CC=C2)C(=O)N2CC(C2)C2=NC=CN=C2C=2CCNCC2 ((1H-benzoimidazol-2-yl)-{3-[3-(1,2,3,6-tetrahydro-pyridin-4-yl)-pyrazin-2-yl]-azetidin-1-yl}-methanone hydrochloride). The yield is 100.0%. As a reaction SMILES: C(OC([N:8]1[CH2:13][CH:12]=[C:11]([C:14]2[C:19]([CH:20]3[CH2:23][N:22]([C:24]([C:26]4[NH:30][C:29]5[CH:31]=[CH:32][CH:33]=[CH:34][C:28]=5[N:27]=4)=[O:25])[CH2:21]3)=[N:18][CH:17]=[CH:16][N:15]=2)[CH2:10][CH2:9]1)=O)(C)(C)C.[ClH:35]>CO>[ClH:35].[NH:27]1[C:28]2[CH:34]=[CH:33][CH:32]=[CH:31][C:29]=2[N:30]=[C:26]1[C:24]([N:22]1[CH2:21][CH:20]([C:19]2[C:14]([C:11]3[CH2:12][CH2:13][NH:8][CH2:9][CH:10]=3)=[N:15][CH:16]=[CH:17][N:18]=2)[CH2:23]1)=[O:25] |f:3.4|. Procedure details: To 4-{3-[1-(1H-Benzoimidazole-2-carbonyl)-azetidin-3-yl]-pyrazin-2-yl}-3,6-dihydro-2H-pyridine-1-carboxylic acid tert-butyl ester (217 mg, 0.47 mmol) was added 4 M HCl in MeOH (100 mL). The solution was stirred at RT for 2 h. The solvent was removed under reduced pressure to give (1H-benzoimidazol-2-yl)-{3-[3-(1,2,3,6-tetrahydro-pyridin-4-yl)-pyrazin-2-yl]-azetidin-1-yl}-methanone hydrochloride (187 mg, 0.47 mmol, yield 100%). ESI-MS (M+1): 361 calc. for C20H20N6O 360. Starting materials: CC(CC=O)(C)C (3,3-dimethylbutan-1-one), O.C1(=CC=C(C=C1)S(=O)(=O)O)C (p-toluenesulfonic acid monohydrate). Run in CC(=O)C (acetone). The product is CC(CC(=O)C1=CC=C(C=O)C=C1)(C)C (4-(3,3-Dimethyl-butyryl)-benzaldehyde). The yield is 650.9%. RXN SMILES: [CH3:1][C:2]([CH3:7])([CH3:6])[CH2:3][CH:4]=[O:5].[OH2:8].[C:9]1([CH3:19])[CH:14]=[CH:13][C:12](S(O)(=O)=O)=[CH:11][CH:10]=1>CC(C)=O>[CH3:1][C:2]([CH3:7])([CH3:6])[CH2:3][C:4]([C:12]1[CH:13]=[CH:14][C:9]([CH:19]=[O:8])=[CH:10][CH:11]=1)=[O:5] |f:1.2|. Reported procedure: Dissolve 144-(diethoxymethyl)-phenyl]-3,3-dimethylbutan-1-one (3.49 g, 12.55 mmol) in acetone (50 mL) Add p-toluenesulfonic acid monohydrate (238 mg, 1.256 mmol). Heat the mixture under reflux for 3 h. Concentrate in vacuo and partition the residue between water and EtOAc. Extract the aqueous phase three times with EtOAc. Dry the combined organic extracts over Na2SO4, filter and concentrate in vacuo. Purify the crude mixture by chromatography on silica gel eluting with hexane/EtOAc (9:1) to give... Reactants: O (H2O), [N+](=O)([O-])C=1C=C2CCC(NC2=CC1)=O (6-nitro-3,4-dihydroquinolin-2(1H)-one), Cl.ClCCN1CCCC1 (1-(2-chloroethyl)pyrrolidine hydrochloride), C([O-])([O-])=O.[K+].[K+] (potassium carbonate), yellow solid. Run in CN(C)C=O (DMF). Run at time 4 day. Yields the product [N+](=O)([O-])C=1C=C2CCC(N(C2=CC1)CCN1CCCC1)=O (6-nitro-1-(2-(pyrrolidin-1-yl)ethyl)-3,4-dihydroquinolin-2(1H)-one). RXN SMILES: [N+:1]([C:4]1[CH:5]=[C:6]2[C:11](=[CH:12][CH:13]=1)[NH:10][C:9](=[O:14])[CH2:8][CH2:7]2)([O-:3])=[O:2].Cl.Cl[CH2:17][CH2:18][N:19]1[CH2:23][CH2:22][CH2:21][CH2:20]1.C(=O)([O-])[O-].[K+].[K+].O>CN(C=O)C>[N+:1]([C:4]1[CH:5]=[C:6]2[C:11](=[CH:12][CH:13]=1)[N:10]([CH2:17][CH2:18][N:19]1[CH2:23][CH2:22][CH2:21][CH2:20]1)[C:9](=[O:14])[CH2:8][CH2:7]2)([O-:3])=[O:2] |f:1.2,3.4.5|. Procedure: A suspension of 6-nitro-3,4-dihydroquinolin-2(1H)-one (230 mg, 1.06 mmol), 1-(2-chloroethyl)pyrrolidine hydrochloride (234 mg, 1.37 mmol) and potassium carbonate (440 mg, 3.18 mmol) in 5 mL DMF was stirred at room temperature for 4 days. After this time, the mixture was poured into 20 mL H2O then extracted with 2×30 mL CH2Cl2. The organic layers were combined together, washed with brine (20 mL) and concentrated. Product was subjected to flash chromatography on the biotage using 5% 2M NH3 in MeOH... RXN SMILES: [Cl:1][C:2]1[CH:7]=[CH:6][C:5]([C:8]2[N:17]=[C:16](O)[C:15]3[C:10](=[C:11]([O:23][CH3:24])[C:12]([O:21][CH3:22])=[C:13]([O:19][CH3:20])[CH:14]=3)[N:9]=2)=[CH:4][CH:3]=1.P(Cl)(Cl)([Cl:27])=O>>[Cl:1][C:2]1[CH:7]=[CH:6][C:5]([C:8]2[N:17]=[C:16]([Cl:27])[C:15]3[C:10](=[C:11]([O:23][CH3:24])[C:12]([O:21][CH3:22])=[C:13]([O:19][CH3:20])[CH:14]=3)[N:9]=2)=[CH:4][CH:3]=1. The product is ClC1=CC=C(C=C1)C1=NC2=C(C(=C(C=C2C(=N1)Cl)OC)OC)OC (2-(4-Chlorophenyl)-4-chloro-6,7,8-trimethoxyquinazoline). Reported procedure: 18.2 g of 2-(4-chlorophenyl)-hydroxy-6,7,8-trimethoxyquinazoline were heated at 100° C. for 3 h in 120 ml of phosphorus oxychloride. The excess phosphorus oxychloride was distilled off and the oily residue was stirred with ice water. The solid was filtered off with suction and dried under reduced pressure. Yield: 15.0 g. M.p.: 159° C. Starting materials: ClC1=CC=C(C=C1)C1=NC2=C(C(=C(C=C2C(=N1)O)OC)OC)OC (2-(4-chlorophenyl)-hydroxy-6,7,8-trimethoxyquinazoline), P(=O)(Cl)(Cl)Cl (phosphorus oxychloride). Reactants: OC(C(OCC)=N)C1=C(C=CC=C1)C(F)(F)F (ethyl 1-hydroxy-1-(2-trifluoromethylphenyl)methanecarboximidate), O1CCCC1 (tetrahydrofuran). The solvent is C1(=CC=CC=C1)C (toluene). Product: FC(C1=C(C=CC=C1)C1C(NC(O1)=O)=O)(F)F (5-(2-Trifluoromethylphenyl)oxazolidine-2,4-dione). Reaction SMILES: [OH:1][CH:2]([C:8]1[CH:13]=[CH:12][CH:11]=[CH:10][C:9]=1[C:14]([F:17])([F:16])[F:15])[C:3](=[NH:7])[O:4]CC.[O:18]1CCC[CH2:19]1>C1(C)C=CC=CC=1>[F:17][C:14]([F:15])([F:16])[C:9]1[CH:10]=[CH:11][CH:12]=[CH:13][C:8]=1[CH:2]1[O:1][C:19](=[O:18])[NH:4][C:3]1=[O:7]. Reported procedure: By the procedure of Method A of Example 12, ethyl 1-hydroxy-1-(2-trifluoromethylphenyl)methanecarboximidate (10 g.) in 500 ml. of tetrahydrofuran was converted to toluene recrystallized 5-(2-trifluoromethylphenyl)oxazolidine-2,4-dione (5.3 g., 54%; m.p. 91°-93° C.; m/e 245) The reactants are Cl.C(C1=CC=CC=C1)SC([C@H](N)C(=O)OC)(C)C (methyl S-benzylpenicillaminate hydrochloride), C(C)(C)(C)OC(=O)N1[C@H](C(=O)O)CCC1 (t-butoxycarbonyl proline), C(C(C)C)OC(=O)Cl (isobutylchloroformate), CN1CCOCC1 (N-methylmorpholine). The solvent is C(Cl)Cl (methylene chloride). Conditions: temperature -70 celsius. Yields the product C(C)(C)(C)OC(=O)N1[C@H](C(=O)N[C@@H](C(C)(C)S)C(=O)OC)CCC1 (methyl t-butoxycarbonylprolylpenicillaminate). RXN SMILES: [C:1]([O:5][C:6]([N:8]1[CH2:15][CH2:14][CH2:13][C@H:9]1[C:10]([OH:12])=O)=[O:7])([CH3:4])([CH3:3])[CH3:2].CN1CCOCC1.C(OC(Cl)=O)C(C)C.Cl.C([S:39][C:40]([CH3:48])([CH3:47])[C@@H:41]([C:43]([O:45][CH3:46])=[O:44])[NH2:42])C1C=CC=CC=1>C(Cl)Cl>[C:1]([O:5][C:6]([N:8]1[CH2:15][CH2:14][CH2:13][C@H:9]1[C:10]([NH:42][C@H:41]([C:43]([O:45][CH3:46])=[O:44])[C:40]([SH:39])([CH3:48])[CH3:47])=[O:12])=[O:7])([CH3:2])([CH3:3])[CH3:4] |f:3.4|. Procedure: 146 g of t-butoxycarbonyl proline are dissolved in 1500 ml of methylene chloride. 150 ml of N-methylmorpholine are added to the solution. The solution is cooled to -70° C. 89 ml of isobutylchloroformate are added. The reaction mixture is warmed to -15° C. and then cooled to -70° C. 197 g of methyl S-benzylpenicillaminate hydrochloride are added to the reaction mixture. The reaction mixture is stirred for sixteen hours at room temperature. The reaction mixture is extracted three times with 1.0 M ...